From a dataset of the Open Reaction Database (ORD), a public repository of structured organic reaction records. describe an organic reaction: reactants, conditions, products, and yield Reactants: C(C)(C)(C)OC(=O)C(C)(O\N=C(/C(=O)NC1[C@@H]2N(C(=C(CS2=O)CCl)C(=O)OC(C2=CC=CC=C2)C2=CC=CC=C2)C1=O)\C=1N=C(SC1)NC(C1=CC=CC=C1)(C1=CC=CC=C1)C1=CC=CC=C1)C (Benzhydryl 7-[(Z)-2-(1-tert-butoxycarbonyl-1-methylethoxyimino)-2-(2-tritylaminothiazol-4-yl) acetamido]-3-chloromethyl-3-cephem-4-carboxylate 1-oxide), [I-].[Na+] (sodium iodide), C(C)(=O)OCC (ethyl acetate), S(=S)(=O)([O-])[O-].[Na+].[Na+] (sodium thiosulfate). Solvent: CC(=O)C (acetone). Conditions: time 30 minute. Yields the product C(C)(C)(C)OC(=O)C(C)(O\N=C(/C(=O)NC1[C@@H]2N(C(=C(CS2=O)CI)C(=O)OC(C2=CC=CC=C2)C2=CC=CC=C2)C1=O)\C=1N=C(SC1)NC(C1=CC=CC=C1)(C1=CC=CC=C1)C1=CC=CC=C1)C (Benzhydryl 7-[(Z)-2-(1-tert-butoxycarbonyl-1-methylethoxyimino)-2-(2-tritylaminothiazol-4-yl)acetamido]-3-iodomethyl-3-cephem-4-carboxylate 1-oxide). Isolated yield 63.0%. As a reaction SMILES: [C:1]([O:5][C:6]([C:8]([CH3:69])([O:10]/[N:11]=[C:12](/[C:44]1[N:45]=[C:46]([NH:49][C:50]([C:63]2[CH:68]=[CH:67][CH:66]=[CH:65][CH:64]=2)([C:57]2[CH:62]=[CH:61][CH:60]=[CH:59][CH:58]=2)[C:51]2[CH:56]=[CH:55][CH:54]=[CH:53][CH:52]=2)[S:47][CH:48]=1)\[C:13]([NH:15][CH:16]1[C:42](=[O:43])[N:18]2[C:19]([C:26]([O:28][CH:29]([C:36]3[CH:41]=[CH:40][CH:39]=[CH:38][CH:37]=3)[C:30]3[CH:35]=[CH:34][CH:33]=[CH:32][CH:31]=3)=[O:27])=[C:20]([CH2:24]Cl)[CH2:21][S:22](=[O:23])[C@H:17]12)=[O:14])[CH3:9])=[O:7])([CH3:4])([CH3:3])[CH3:2].[I-:70].[Na+].C(OCC)(=O)C.S([O-])([O-])(=O)=S.[Na+].[Na+]>CC(C)=O>[C:1]([O:5][C:6]([C:8]([CH3:69])([O:10]/[N:11]=[C:12](/[C:44]1[N:45]=[C:46]([NH:49][C:50]([C:63]2[CH:68]=[CH:67][CH:66]=[CH:65][CH:64]=2)([C:57]2[CH:62]=[CH:61][CH:60]=[CH:59][CH:58]=2)[C:51]2[CH:56]=[CH:55][CH:54]=[CH:53][CH:52]=2)[S:47][CH:48]=1)\[C:13]([NH:15][CH:16]1[C:42](=[O:43])[N:18]2[C:19]([C:26]([O:28][CH:29]([C:36]3[CH:41]=[CH:40][CH:39]=[CH:38][CH:37]=3)[C:30]3[CH:35]=[CH:34][CH:33]=[CH:32][CH:31]=3)=[O:27])=[C:20]([CH2:24][I:70])[CH2:21][S:22](=[O:23])[C@H:17]12)=[O:14])[CH3:9])=[O:7])([CH3:4])([CH3:3])[CH3:2] |f:1.2,4.5.6|. Procedure: The compound obtained in (A) was dissolved in 200 ml of acetone, and 3.38 g (22.5 mmol) of sodium iodide was added. The mixture was stirred at room temperature for 30 minutes. To the reaction solution, 600 ml of ethyl acetate and 200 ml of a 10% sodium thiosulfate aqueous solution were added for extraction. Then, the organic layer was dried over anhydrous sodium sulfate and concentrated under reduced pressure. The residue was purified by slica gel flush column chromatography (ethyl acetate/n-hex...